From a dataset of the Open Reaction Database (ORD), a public repository of structured organic reaction records. describe an organic reaction: reactants, conditions, products, and yield Starting materials: BrC=1C=NC=C(C(=O)Cl)C1 (5-bromonicotinic acid chloride), C(C)C(C(=O)[O-])(C(=O)[O-])CC (diethylmalonate), C(C)O (ethanol), [Mg] (magnesium), S(O)(O)(=O)=O (sulphuric acid). Run in O1CCCC1 (tetrahydrofuran), C(Cl)(Cl)(Cl)Cl (carbon tetrachloride), CCOCC (ether). Yields the product BrC=1C=C(C=NC1)C(C)=O (5-Bromo-3-acetyl-pyridine). Reaction SMILES: [CH2:1](C(CC)(C([O-])=O)C([O-])=O)C.C(O)C.[Mg].[Br:16][C:17]1[CH:18]=[N:19][CH:20]=[C:21]([CH:25]=1)[C:22](Cl)=[O:23].S(=O)(=O)(O)O>CCOCC.C(Cl)(Cl)(Cl)Cl.O1CCCC1>[Br:16][C:17]1[CH:25]=[C:21]([C:22](=[O:23])[CH3:1])[CH:20]=[N:19][CH:18]=1. Procedure details: 44.2 g (0.276 mol) of diethylmalonate, 19.9 g (0.432 mol) of absolute ethanol and 7 g (0.288 mol) of magnesium chips are refluxed for 18 hours with stirring in 254 ml of ether and 1.27 ml of carbon tetrachloride. To this solution, 55.3 g (0.25 mol) of 5-bromonicotinic acid chloride in 170 ml of absolute tetrahydrofuran are slowly added dropwise and refluxed for a further hour. The reaction mixture is cooled in an ice bath and carefully mixed with 508 ml of 2N sulphuric acid. The organic phase is...